Dataset: the Open Reaction Database (ORD), a public repository of structured organic reaction records. Task: describe an organic reaction: reactants, conditions, products, and yield The reactants are C(C)(=O)SCCC(=O)N1[C@H](C(=O)O)CC(C1)(O)CC (1-[3-(Acetylthio)-1-oxopropyl]-4-ethyl-4-hydroxy-L-proline), N (ammonia). The product is C(C)C1(C[C@H](N(C1)C(CCS)=O)C(=O)O)O (4-ethyl-4-hydroxy-1-(3-mercapto-1-oxopropyl)-L-proline). Reaction SMILES: C([S:4][CH2:5][CH2:6][C:7]([N:9]1[CH2:16][C:15]([CH2:18][CH3:19])([OH:17])[CH2:14][C@H:10]1[C:11]([OH:13])=[O:12])=[O:8])(=O)C.N>>[CH2:18]([C:15]1([OH:17])[CH2:16][N:9]([C:7](=[O:8])[CH2:6][CH2:5][SH:4])[C@H:10]([C:11]([OH:13])=[O:12])[CH2:14]1)[CH3:19]. Reported procedure: The product from part (b) is treated with concentrated ammonia according to the procedure of Example 2 to yield 4-ethyl-4-hydroxy-1-(3-mercapto-1-oxopropyl)-L-proline.